This data is from the Open Reaction Database (ORD), a public repository of structured organic reaction records. The task is: describe an organic reaction: reactants, conditions, products, and yield Reactants: Cl (hydrochloric acid), BrC1=C(C=C2C(=C(NC2=C1)C(CS(=O)C)=O)C1=NC=CC=C1)Cl (6-bromo-5-chloro-2[(methylsulfinyl)acetyl]-3-(2-pyridyl)indole), CO (methanol), O (water). Solvent: O1CCCC1 (tetrahydrofuran). Yields the product BrC1=C(C=C2C(=C(NC2=C1)C(C(OC)SC)=O)C1=NC=CC=C1)Cl (6-bromo-5-chloro-2[(methylthio)(methoxy)acetyl]-3-(2-pyridyl)indole). RXN SMILES: Cl.[Br:2][C:3]1[CH:11]=[C:10]2[C:6]([C:7]([C:18]3[CH:23]=[CH:22][CH:21]=[CH:20][N:19]=3)=[C:8]([C:12](=[O:17])[CH2:13][S:14]([CH3:16])=O)[NH:9]2)=[CH:5][C:4]=1[Cl:24].[OH2:25].[CH3:26]O>O1CCCC1>[Br:2][C:3]1[CH:11]=[C:10]2[C:6]([C:7]([C:18]3[CH:23]=[CH:22][CH:21]=[CH:20][N:19]=3)=[C:8]([C:12](=[O:17])[CH:13]([S:14][CH3:16])[O:25][CH3:26])[NH:9]2)=[CH:5][C:4]=1[Cl:24]. Procedure details: Add 2 ml of concentrated hydrochloric acid to 6-bromo-5-chloro-2[(methylsulfinyl)acetyl]-3-(2-pyridyl)indole (5.0 g) in 50 ml of methanol and 50 ml of tetrahydrofuran, warm the mixture to 60° for 2 hours. Cool, add water and the resulting solid is collected and dried to obtain 6-bromo-5-chloro-2[(methylthio)(methoxy)acetyl]-3-(2-pyridyl)indole. Yields the product Cc1cccc(CC(C)(C)C=O)c1. RXN SMILES: [CH2:19]([N+:20]([CH2:21][CH2:22][CH2:23][CH3:24])([CH2:25][CH2:26][CH2:27][CH3:28])[CH2:29][CH2:30][CH2:31][CH3:32])[CH2:33][CH2:34][CH3:35].[CH3:41][c:42]1[cH:43][cH:44][cH:45][cH:46][cH:47]1.[CH3:4][c:5]1[cH:6][c:7]([CH2:8][Cl:9])[cH:10][cH:11][cH:12]1.[CH:13]([CH:14]([CH3:15])[CH3:16])=[O:17].[I-:18].[Na+:2].[O:36]1[CH2:37][CH2:38][CH2:39][CH2:40]1.[OH-:1].[OH2:3]>>[CH3:4][c:5]1[cH:6][c:7]([CH2:8][C:14]([CH:13]=[O:17])([CH3:15])[CH3:16])[cH:10][cH:11][cH:12]1. Reactants: CCCC[N+](CCCC)(CCCC)CCCC, Cc1ccccc1, Cc1cccc(CCl)c1, CC(C)C=O, [I-], [Na+], C1CCOC1, [OH-], O. Reactants: C(C)(C)O (isopropanol), N1(CCCCC1)[C@H]1CN(CC1)C=1SC2=C(N1)C=CC(=C2)B2OC(C(O2)(C)C)(C)C ((R)-2-(3-(piperidin-1-yl)pyrrolidin-1-yl)-6-(4,4,5,5-tetramethyl-1,3,2-dioxaborolan-2-yl)benzo[d]thiazole), BrC1=CC=CC(=N1)C(=O)OC (methyl 6-bromo-2-pyridinecarboxylate), C(=O)([O-])[O-].[K+].[K+] (K2CO3). Reagents/catalysts: Cl[Pd]([P](C1=CC=CC=C1)(C2=CC=CC=C2)C3=CC=CC=C3)([P](C4=CC=CC=C4)(C5=CC=CC=C5)C6=CC=CC=C6)Cl (bis(triphenylphosphine)palladium(II) chloride). Run at temperature 80 celsius. Product: N1(CCCCC1)[C@H]1CN(CC1)C=1SC2=C(N1)C=CC(=C2)C2=CC=CC(=N2)C(=O)OC(C)C ((R)-isopropyl 6-(2-(3-(piperidin-1-yl)pyrrolidin-1-yl)benzo[d]thiazol-6-yl)picolinate). Reaction SMILES: [N:1]1([C@@H:7]2[CH2:11][CH2:10][N:9]([C:12]3[S:13][C:14]4[CH:20]=[C:19](B5OC(C)(C)C(C)(C)O5)[CH:18]=[CH:17][C:15]=4[N:16]=3)[CH2:8]2)[CH2:6][CH2:5][CH2:4][CH2:3][CH2:2]1.Br[C:31]1[N:36]=[C:35]([C:37](OC)=[O:38])[CH:34]=[CH:33][CH:32]=1.C([O-])([O-])=O.[K+].[K+].[CH:47]([OH:50])([CH3:49])[CH3:48]>Cl[Pd](Cl)([P](C1C=CC=CC=1)(C1C=CC=CC=1)C1C=CC=CC=1)[P](C1C=CC=CC=1)(C1C=CC=CC=1)C1C=CC=CC=1>[N:1]1([C@@H:7]2[CH2:11][CH2:10][N:9]([C:12]3[S:13][C:14]4[CH:20]=[C:19]([C:31]5[N:36]=[C:35]([C:37]([O:50][CH:47]([CH3:49])[CH3:48])=[O:38])[CH:34]=[CH:33][CH:32]=5)[CH:18]=[CH:17][C:15]=4[N:16]=3)[CH2:8]2)[CH2:6][CH2:5][CH2:4][CH2:3][CH2:2]1 |f:2.3.4,^1:53,72|. Procedure: A vial containing (R)-2-(3-(piperidin-1-yl)pyrrolidin-1-yl)-6-(4,4,5,5-tetramethyl-1,3,2-dioxaborolan-2-yl)benzo[d]thiazole (Example 64A, 31 mg, 0.074 mmol), methyl 6-bromo-2-pyridinecarboxylate (16 mg, 0.074 mmol), K2CO3 (31 mg, 0.22 mmol) and bis(triphenylphosphine)palladium(II) chloride (5 mg, 7 μmol) suspended in isopropanol (1 mL) was heated to 80° C. for 2 hours. The mixture was allowed to stand at room temperature over night. The mixture was partitioned between 1 M NaOH (5 mL) and CH2Cl2 ... Starting materials: N([C@@H](CC1=CC=CC=C1)C(=O)NCC(=O)N[C@@H](C(C)C)C(=O)NCC(=O)OCC1=CC=CC=C1)C(=O)OC(C)(C)C (Boc-Phe-Gly-Val-Gly-OBzl), anhydride, N([C@@H](CC1=CC=CC=C1)C(=O)NCC(=O)N[C@@H](C(C)C)C(=O)NCC(=O)OCC1=CC=CC=C1)C(=O)OC(C)(C)C (Boc-Phe-Gly-Val-Gly-OBzl), II, N(CC(=O)O)C(=O)OC(C)(C)C (Boc-Gly-OH). Yields the product N(CC(=O)N[C@@H](CC1=CC=CC=C1)C(=O)NCC(=O)N[C@@H](C(C)C)C(=O)NCC(=O)OCC1=CC=CC=C1)C(=O)OC(C)(C)C (Boc-Gly-Phe-Gly-Val-Gly-OBzl). Yield: 98.6%. Reaction SMILES: [NH:1](C(OC(C)(C)C)=O)[C@H:2]([C:10]([NH:12][CH2:13][C:14]([NH:16][C@H:17]([C:21]([NH:23][CH2:24][C:25]([O:27][CH2:28][C:29]1[CH:34]=[CH:33][CH:32]=[CH:31][CH:30]=1)=[O:26])=[O:22])[CH:18]([CH3:20])[CH3:19])=[O:15])=[O:11])[CH2:3][C:4]1[CH:9]=[CH:8][CH:7]=[CH:6][CH:5]=1.[NH:42]([C:47]([O:49][C:50]([CH3:53])([CH3:52])[CH3:51])=[O:48])[CH2:43][C:44]([OH:46])=O>>[NH:42]([C:47]([O:49][C:50]([CH3:53])([CH3:52])[CH3:51])=[O:48])[CH2:43][C:44]([NH:1][C@H:2]([C:10]([NH:12][CH2:13][C:14]([NH:16][C@H:17]([C:21]([NH:23][CH2:24][C:25]([O:27][CH2:28][C:29]1[CH:30]=[CH:31][CH:32]=[CH:33][CH:34]=1)=[O:26])=[O:22])[CH:18]([CH3:20])[CH3:19])=[O:15])=[O:11])[CH2:3][C:4]1[CH:5]=[CH:6][CH:7]=[CH:8][CH:9]=1)=[O:46]. Procedure: III (8.0 g, 14 mmol) was deblocked as described for II and coupled with Boc-Gly-OH by the excess mixed anhydride method and worked up as described under III to obtain the title compound in 98.6% yield, Rf2 0.75. Anal. Calcd. for C32H43N5O8 : C 61.42, H 6.92, N 11.19%. Found: C 61.12, H 7.21, N 11.19%. Starting materials: C(C1=CC(=CC=C1)OC)=O (m-anisaldehyde), C(C)(=O)OCC (ethyl acetate), O (water), y-butyrolactone, C(C)(C)[N-]C(C)C.[Li+] (lithium diisopropylamide). Solvent: O1CCCC1 (THF), O1CCCC1 (tetrahydrofuran). Run at time 30 minute. Yields the product OC(C1C(OCC1)=O)C1=CC(=CC=C1)OC (3-[hydroxy(3-methoxyphenyl)methyl)-2-oxotetrahydrofuran). Reaction SMILES: C([N-]C(C)C)(C)C.[Li+].[CH:9](=[O:18])[C:10]1[CH:15]=[CH:14][CH:13]=[C:12]([O:16][CH3:17])[CH:11]=1.[C:19]([O:22][CH2:23][CH3:24])(=[O:21])[CH3:20].O>O1CCCC1>[OH:18][CH:9]([C:10]1[CH:15]=[CH:14][CH:13]=[C:12]([O:16][CH3:17])[CH:11]=1)[CH:20]1[CH2:24][CH2:23][O:22][C:19]1=[O:21] |f:0.1|. Procedure details: To a solution of y-butyrolactone (3.0 g) in tetrahydrofuran (THF) (30 ml) was added lithium diisopropylamide (LDA) (28 ml, 1.5 M solution in cyclohexane) at −78° C. under N2, and then after 30 minutes, a solution of m-anisaldehyde (4.7 g) in THF (10 ml) was added in the solution. After being stirred for 2 hours at the same temperature, the solution was poured into the mixture of ethyl acetate and water. The organic layer was washed with 1N-HCl solution, sat. NaHCO3 and brine, dried over MgSO4, a...